describe an organic reaction: reactants, conditions, products, and yield From a dataset of the Open Reaction Database (ORD), a public repository of structured organic reaction records. Reactants: C=O (formaldehyde), FC1=CC=C(C=C1)C(CNC(=O)C1CCN(CC1)C(C)=O)=O (1-Acetyl-piperidine-4-carboxylic acid [2-(4-fluoro-phenyl)-2-oxo-ethyl]amide), C([O-])(O)=O.[Na+] (sodium bicarbonate), CCO (EtOH), resultant solution. Solvent: O (H2O), O (H2O). Conditions: temperature -5 celsius, time 1.5 hour. The product is FC1=CC=C(C=C1)C(C(CO)NC(=O)C1CCN(CC1)C(C)=O)=O (1-Acetyl-piperidine-4-carboxylic acid [2-(4-fluoro-phenyl)-1-hydroxymethyl-2-oxo-ethyl]-amide). Reaction SMILES: [F:1][C:2]1[CH:7]=[CH:6][C:5]([C:8](=[O:22])[CH2:9][NH:10][C:11]([CH:13]2[CH2:18][CH2:17][N:16]([C:19](=[O:21])[CH3:20])[CH2:15][CH2:14]2)=[O:12])=[CH:4][CH:3]=1.C[CH2:24][OH:25].C(=O)(O)[O-].[Na+].C=O>O>[F:1][C:2]1[CH:3]=[CH:4][C:5]([C:8](=[O:22])[CH:9]([NH:10][C:11]([CH:13]2[CH2:14][CH2:15][N:16]([C:19](=[O:21])[CH3:20])[CH2:17][CH2:18]2)=[O:12])[CH2:24][OH:25])=[CH:6][CH:7]=1 |f:2.3|. Reported procedure: To a 250 mL 3-neck flask under n2 is added 8.00 g (26.1 mmol) of 1-Acetyl-piperidine-4-carboxylic acid [2-(4-fluoro-phenyl)-2-oxo-ethyl]amide, prepared as in Part A, to a 3:1 solution of EtOH:H2O (40 mL). While stirring the resultant solution at room temperature, 500 mg (5.95 mmol) of sodium bicarbonate is added followed by subsequent addition of 4.24 mL (52.23 mmol) of 37% formaldehyde over 5 min. The mixture is stirred for 1.5 h and then 20 mL of H2O is added. The reaction is cooled to -5° C. ... Starting materials: C(#N)NC(=NCCS)NCC#C (N-Cyano-N'-(2-propyn-1-yl)-N"-(2-mercaptoethyl)guanidine), Cl.CN(C)CC1=CC=CC(=N1)CCl (6-dimethylaminomethyl-2-chloromethylpyridine hydrochloride), base. Yields the product C(#N)NC(=NCCSCC1=NC(=CC=C1)CN(C)C)NCC#C (N-Cyano-N'-(2-propyn-1-yl)-N"-{2-[(6-dimethylaminomethyl-2-pyridyl)methylthio]ethyl}guanidine). As a reaction SMILES: [C:1]([NH:3][C:4]([NH:9][CH2:10][C:11]#[CH:12])=[N:5][CH2:6][CH2:7][SH:8])#[N:2].Cl.[CH3:14][N:15]([CH2:17][C:18]1[N:23]=[C:22]([CH2:24]Cl)[CH:21]=[CH:20][CH:19]=1)[CH3:16]>>[C:1]([NH:3][C:4]([NH:9][CH2:10][C:11]#[CH:12])=[N:5][CH2:6][CH2:7][S:8][CH2:24][C:22]1[CH:21]=[CH:20][CH:19]=[C:18]([CH2:17][N:15]([CH3:14])[CH3:16])[N:23]=1)#[N:2] |f:1.2|. Procedure details: A ethanolic solution of the product of Step A of Example 6 is reacted with about an equimolar amount of 6-dimethylaminomethyl-2-chloromethylpyridine hydrochloride and about three equivalents of base, and the title compound is produced.